The task is: describe an organic reaction: reactants, conditions, products, and yield. This data is from the Open Reaction Database (ORD), a public repository of structured organic reaction records. Starting materials: Cl.CC(C(=O)O)(C)OC=1C=C2C(=C(N(C2=CC1)CCC)C)C1=CC=NC=C1 (2-methyl-2-[2-methyl-1-propyl-3-(4-pyridyl)-1H-indole-5-yloxy]propanoic acid hydrochloride), CN (methylamine). Run in O1CCOCC1 (dioxane). Product: CNC(C(C)(OC=1C=C2C(=C(N(C2=CC1)CCC)C)C1=CC=NC=C1)C)=O (2-Methyl-2-[2-methyl-1-propyl-3-(4-pyridyl)-1H-indole-5-yloxy]-propanoic acid methylamide). As a reaction SMILES: Cl.[CH3:2][C:3]([O:8][C:9]1[CH:10]=[C:11]2[C:15](=[CH:16][CH:17]=1)[N:14]([CH2:18][CH2:19][CH3:20])[C:13]([CH3:21])=[C:12]2[C:22]1[CH:27]=[CH:26][N:25]=[CH:24][CH:23]=1)([CH3:7])[C:4]([OH:6])=O.[CH3:28][NH2:29]>O1CCOCC1>[CH3:28][NH:29][C:4](=[O:6])[C:3]([CH3:7])([O:8][C:9]1[CH:10]=[C:11]2[C:15](=[CH:16][CH:17]=1)[N:14]([CH2:18][CH2:19][CH3:20])[C:13]([CH3:21])=[C:12]2[C:22]1[CH:27]=[CH:26][N:25]=[CH:24][CH:23]=1)[CH3:2] |f:0.1|. Procedure details: The above compound was prepared from 2-methyl-2-[2-methyl-1-propyl-3-(4-pyridyl)-1H-indole-5-yloxy]propanoic acid hydrochloride and methylamine in dioxane using a procedure analogous to that of Example 128. Reactants: COC1=C(N)C=C(C=C1)[N+](=O)[O-] (2-Methoxy-5-nitroaniline), CC1(OCC(CO1)(C(CC(=O)OC)=O)C)C (methyl 2,2,5-trimethyl-β-oxo-1,3-dioxane-5-propanoate), CO (methanol). The solvent is C1(=CC(=CC=C1)C)C (m-xylene), CCCCCCCC (n-octane), C(C)OCC (ethyl ether). Yields the product [N+](=O)([O-])C=1C=CC(=C(C1)NC(CC(C1(COC(OC1)(C)C)C)=O)=O)OC (N-(5-NITRO-2METHOXYPHENYL)-2,2,5-TRIMETHYL-β-OXO-1,3-DIOXANE-5-PROPANAMIDE). RXN SMILES: [CH3:1][O:2][C:3]1[CH:9]=[CH:8][C:7]([N+:10]([O-:12])=[O:11])=[CH:6][C:4]=1[NH2:5].[CH3:13][C:14]1([CH3:28])[O:19][CH2:18][C:17]([CH3:27])([C:20](=[O:26])[CH2:21][C:22](OC)=[O:23])[CH2:16][O:15]1.CO>CCCCCCCC.C1(C)C=CC=C(C)C=1.C(OCC)C>[N+:10]([C:7]1[CH:8]=[CH:9][C:3]([O:2][CH3:1])=[C:4]([NH:5][C:22](=[O:23])[CH2:21][C:20](=[O:26])[C:17]2([CH3:27])[CH2:16][O:15][C:14]([CH3:13])([CH3:28])[O:19][CH2:18]2)[CH:6]=1)([O-:12])=[O:11]. Reported procedure: 2-Methoxy-5-nitroaniline (63 parts) and methyl 2,2,5-trimethyl-β-oxo-1,3-dioxane-5-propanoate (90 parts) are dispersed in n-octane (500 parts) and m-xylene (100 parts). The mixture is stirred vigorously while methanol is removed by a slow distillation under an inert atmosphere. Additional m-xylene is added as needed to replenish the reaction solvent as it co-distills with methanol of reaction. After the solution is allowed to cool slowly with vigorous stirring, a yellow-orange solid resulted, ca... Reactants: ClC=1N=C(C2=C(N1)SC(=C2)CN2CCC(CC2)C(=O)NC)N2CCOCC2 (1-((2-Chloro-4-morpholinothieno[2,3-d]pyrimidin-6-yl)methyl)-N-methylpiperidine-4-carboxamide), N1=CN=CC(=C1)B(O)O (pyrimidine-5-boronic acid). The product is CNC(=O)C1CCN(CC1)CC1=CC2=C(N=C(N=C2N2CCOCC2)C=2C=NC=NC2)S1 (N-methyl-1-((4-morpholino-2-(pyrimidin-5-yl)thieno[2,3-d]pyrimidin-6-yl)methyl)piperidine-4-carboxamide). Reaction SMILES: Cl[C:2]1[N:3]=[C:4]([N:22]2[CH2:27][CH2:26][O:25][CH2:24][CH2:23]2)[C:5]2[CH:10]=[C:9]([CH2:11][N:12]3[CH2:17][CH2:16][CH:15]([C:18]([NH:20][CH3:21])=[O:19])[CH2:14][CH2:13]3)[S:8][C:6]=2[N:7]=1.[N:28]1[CH:33]=[C:32](B(O)O)[CH:31]=[N:30][CH:29]=1>>[CH3:21][NH:20][C:18]([CH:15]1[CH2:16][CH2:17][N:12]([CH2:11][C:9]2[S:8][C:6]3[N:7]=[C:2]([C:32]4[CH:33]=[N:28][CH:29]=[N:30][CH:31]=4)[N:3]=[C:4]([N:22]4[CH2:27][CH2:26][O:25][CH2:24][CH2:23]4)[C:5]=3[CH:10]=2)[CH2:13][CH2:14]1)=[O:19]. Procedure details: 1-((2-Chloro-4-morpholinothieno[2,3-d]pyrimidin-6-yl)methyl)-N-methylpiperidine-4-carboxamide was reacted with pyrimidine-5-boronic acid in General Procedure A. Purification on silica yielded 269. NMR (CDCl3): 1.71 (s, 3H, CH3), 1.77-1.90 (m, 4H, 2×CH2), 2.10-2.17 (m, 3H, CH2+CH), 2.85 (d, 3H, CH3, J=4.81 Hz), 3.02-3.05 (m, 2H, CH2), 3.78 (s, 2H, CH2), 3.90-3.94 (m, 4H, 2×CH2), 3.97-4.01 (m, 4H, 2×CH2), 5.54 (s, H, NH), 7.18 (s, H, ArH), 9.28 (s, H, ArH), 9.69 (s, 2H, 2×ArH). MS: (ESI+): MH+=454... Reactants: FC1=C(C=C(C=C1)C=1C=C(C(NN1)=O)C(=O)OC)C (6-(4-fluoro-3-methylphenyl)-4-methoxycarbonyl-2H-pyridazin-3-one), CS(=O)(=O)OCCC1=C(C=CC=C1)Cl (2-(2-chlorophenyl)ethanol methanesulfonate). Product: ClC1=C(C=CC=C1)CCN1N=C(C=C(C1=O)C(=O)OC)C1=CC(=C(C=C1)F)C (2-[2-(2-chlorophenyl)ethyl]-6-(4-fluoro-3-methylphenyl)-4-methoxycarbonyl-2H-pyridazin-3-one). The yield is 59.8%. Reaction SMILES: [F:1][C:2]1[CH:7]=[CH:6][C:5]([C:8]2[CH:9]=[C:10]([C:15]([O:17][CH3:18])=[O:16])[C:11](=[O:14])[NH:12][N:13]=2)=[CH:4][C:3]=1[CH3:19].CS(O[CH2:25][CH2:26][C:27]1[CH:32]=[CH:31][CH:30]=[CH:29][C:28]=1[Cl:33])(=O)=O>>[Cl:33][C:28]1[CH:29]=[CH:30][CH:31]=[CH:32][C:27]=1[CH2:26][CH2:25][N:12]1[C:11](=[O:14])[C:10]([C:15]([O:17][CH3:18])=[O:16])=[CH:9][C:8]([C:5]2[CH:6]=[CH:7][C:2]([F:1])=[C:3]([CH3:19])[CH:4]=2)=[N:13]1. Reported procedure: Following the procedure of Example 1(6), 6-(4-fluoro-3-methylphenyl)-4-methoxycarbonyl-2H-pyridazin-3-one and 2-(2-chlorophenyl)ethanol methanesulfonate were reacted to yield the title compound as a pale yellow solid (yield: 59.8%). Starting materials: FC(C(=O)O)(F)F.ClC1=CN=C(C2=CC(=CC=C12)C(=O)NC(CC(=O)O)C(=O)O)NC(=N)N (N-[(4-Chloro-1-guanidino-7-isoquinolinyl)carbonyl]-DL-aspartic acid trifluoroacetate), Cl.NC(=N)N (guanidine hydrochloride), ClC1=NC=C(C2=CC=C(C=C12)C(=O)NC(CC(=O)O)C(=O)O)Cl (N-[(1,4-Dichloro-7-isoquinolinyl)carbonyl]-DL-aspartic acid), di-t-butyl ester, O (water). Run in CS(=O)C (DMSO). Reaction conditions: temperature 50 celsius. Product: ClC1=CN=C(C2=CC(=CC=C12)C(=O)NC(CC(=O)O)C(=O)O)NC(=N)N (N-[(4-chloro-1-guanidino-7-isoquinolinyl)carbonyl]-DL-aspartic acid), di-t-butyl ester. Yield: 16.4%. As a reaction SMILES: FC(F)(F)C(O)=O.[Cl:8][C:9]1[C:18]2[C:13](=[CH:14][C:15]([C:19]([NH:21][CH:22]([C:27]([OH:29])=[O:28])[CH2:23][C:24]([OH:26])=[O:25])=[O:20])=[CH:16][CH:17]=2)[C:12]([NH:30][C:31]([NH2:33])=[NH:32])=[N:11][CH:10]=1.Cl.NC(N)=N.ClC1C2C(=CC=C(C(NC(C(O)=O)CC(O)=O)=O)C=2)C(Cl)=CN=1.O>CS(C)=O>[Cl:8][C:9]1[C:18]2[C:13](=[CH:14][C:15]([C:19]([NH:21][CH:22]([C:27]([OH:29])=[O:28])[CH2:23][C:24]([OH:26])=[O:25])=[O:20])=[CH:16][CH:17]=2)[C:12]([NH:30][C:31]([NH2:33])=[NH:32])=[N:11][CH:10]=1 |f:0.1,2.3|. Procedure details: N-[(4-Chloro-1-guanidino-7-isoquinolinyl)carbonyl]-DL-aspartic acid trifluoroacetate ##STR71## NaH (53 mg, 80% dispersion in mineral oil, 1.77 mmol) was added to a solution of guanidine hydrochloride (168 mg, 1.76 mmol) in DMSO (6 mL) and the solution ws heated to 50° C. for 30 min. N-[(1,4-Dichloro-7-isoquinolinyl)carbonyl]-DL-aspartic acid a,,-di-t-butyl ester (330 mg, 0.70 mmol) was added and the mixture heated at 80-90° C. overnight. The cooled mixture was poured into water (50 mL) and extra... The reactants are CCOC(=O)CBr, Cc1oc(-c2ccccc2)nc1CCOc1ccc(CC(C(=O)OCc2ccccc2)C(=O)OCc2ccccc2)cc1, [H-], [Na+], [Na+], C1CCOC1, O, O=S(=O)([O-])O. Yields the product CCOC(=O)CC(Cc1ccc(OCCc2nc(-c3ccccc3)oc2C)cc1)(C(=O)OCc1ccccc1)C(=O)OCc1ccccc1. RXN SMILES: [Br:46][CH2:47][C:48](=[O:49])[O:50][CH2:51][CH3:52].[CH3:1][c:2]1[c:3]([CH2:13][CH2:14][O:15][c:16]2[cH:17][cH:18][c:19]([CH2:20][CH:21]([C:22](=[O:23])[O:24][CH2:25][c:26]3[cH:27][cH:28][cH:29][cH:30][cH:31]3)[C:32](=[O:33])[O:34][CH2:35][c:36]3[cH:37][cH:38][cH:39][cH:40][cH:41]3)[cH:42][cH:43]2)[n:4][c:5](-[c:7]2[cH:8][cH:9][cH:10][cH:11][cH:12]2)[o:6]1.[H-:44].[Na+:45].[Na+:58].[O:59]1[CH2:60][CH2:61][CH2:62][CH2:63]1.[OH2:64].[S:53]([O-:54])([OH:55])(=[O:56])=[O:57]>>[CH3:1][c:2]1[c:3]([CH2:13][CH2:14][O:15][c:16]2[cH:17][cH:18][c:19]([CH2:20][C:21]([C:22](=[O:23])[O:24][CH2:25][c:26]3[cH:27][cH:28][cH:29][cH:30][cH:31]3)([C:32](=[O:33])[O:34][CH2:35][c:36]3[cH:37][cH:38][cH:39][cH:40][cH:41]3)[CH2:47][C:48](=[O:49])[O:50][CH2:51][CH3:52])[cH:42][cH:43]2)[n:4][c:5](-[c:7]2[cH:8][cH:9][cH:10][cH:11][cH:12]2)[o:6]1.